This data is from the Open Reaction Database (ORD), a public repository of structured organic reaction records. The task is: describe an organic reaction: reactants, conditions, products, and yield Reactants: Cc1n[nH]c(C=Cc2ccccc2)c1-c1ccncc1, CO. The product is Cc1n[nH]c(CCc2ccccc2)c1-c1ccncc1. RXN SMILES: [CH3:1][c:2]1[n:3][nH:4][c:5]([CH:13]=[CH:14][c:15]2[cH:16][cH:17][cH:18][cH:19][cH:20]2)[c:6]1-[c:7]1[cH:8][cH:9][n:10][cH:11][cH:12]1.[CH3:21][OH:22]>>[CH3:1][c:2]1[n:3][nH:4][c:5]([CH2:13][CH2:14][c:15]2[cH:16][cH:17][cH:18][cH:19][cH:20]2)[c:6]1-[c:7]1[cH:8][cH:9][n:10][cH:11][cH:12]1. The reactants are [N+](=O)([O-])C=1C=CC(=C(C#N)C1)N1CCN(CCC1)C(=O)OC(C)(C)C (5-nitro-2-(4-tert-butoxycarbonylhomopiperazin-1-yl)benzonitrile), [Cl-].[NH4+] (Ammonium chloride), O (water). Reagents/catalysts: [Fe] (iron). The solvent is C(C)O (ethanol). Run at temperature 65 celsius, time 1 hour. Yields the product NC=1C=CC(=C(C#N)C1)N1CCN(CCC1)C(=O)OC(C)(C)C (5-Amino-2-[4-(tertbutoxycarbonyl)homopiperazin-1-yl]benzonitrile). Yield: 62.6%. RXN SMILES: [Cl-].[NH4+].O.[N+:4]([C:7]1[CH:8]=[CH:9][C:10]([N:15]2[CH2:21][CH2:20][CH2:19][N:18]([C:22]([O:24][C:25]([CH3:28])([CH3:27])[CH3:26])=[O:23])[CH2:17][CH2:16]2)=[C:11]([CH:14]=1)[C:12]#[N:13])([O-])=O>[Fe].C(O)C>[NH2:4][C:7]1[CH:8]=[CH:9][C:10]([N:15]2[CH2:21][CH2:20][CH2:19][N:18]([C:22]([O:24][C:25]([CH3:28])([CH3:27])[CH3:26])=[O:23])[CH2:17][CH2:16]2)=[C:11]([CH:14]=1)[C:12]#[N:13] |f:0.1|. Procedure: Ammonium chloride (5.9 g) and iron powder (32 g) were added to a mixed solvent of water (160 ml) and ethanol (470 ml), and the mixture was heated to 65° C. Then, 5-nitro-2-(4-tert-butoxycarbonylhomopiperazin-1-yl)benzonitrile (56 g) was added in parts over 30 min and the mixture was stirred at a refluxing temperature for 1 h. The reaction mixture was ice-cooled and filtrated. The solvent was evaporated under reduced pressure. To the residue was added aqueous sodium hydroxide solution and the mix... Reactants: CCCC12CCC3=C(CCc4cc(OC)ccc43)C1CCC2O, [Li], Nc1ccccc1, N, C1CCOC1. Product: CCCC12CCC3c4ccc(OC)cc4CCC3C1CCC2O. RXN SMILES: [CH2:1]([CH2:2][CH3:3])[C:4]12[CH:5]([OH:23])[CH2:6][CH2:7][CH:8]1[C:9]1=[C:10]([CH2:11][CH2:12]2)[c:13]2[cH:14][cH:15][c:16]([O:21][CH3:22])[cH:17][c:18]2[CH2:19][CH2:20]1.[Li:24].[NH2:30][c:31]1[cH:32][cH:33][cH:34][cH:35][cH:36]1.[NH3:37].[O:25]1[CH2:26][CH2:27][CH2:28][CH2:29]1>>[CH2:1]([CH2:2][CH3:3])[C:4]12[CH:5]([OH:23])[CH2:6][CH2:7][CH:8]1[CH:9]1[CH:10]([CH2:11][CH2:12]2)[c:13]2[cH:14][cH:15][c:16]([O:21][CH3:22])[cH:17][c:18]2[CH2:19][CH2:20]1. Starting materials: C=CCCCC(C)(C)C, O=C(OO)c1cccc(Cl)c1, ClCCl. Product: CC(C)(C)CCCC1CO1. RXN SMILES: [CH3:1][C:2]([CH2:3][CH2:4][CH2:5][CH:6]=[CH2:7])([CH3:8])[CH3:9].[Cl:10][c:11]1[cH:12][c:13]([C:18](=[O:15])[O:19][OH:20])[cH:14][cH:16][cH:17]1.[Cl:21][CH2:22][Cl:23]>>[CH3:1][C:2]([CH2:3][CH2:4][CH2:5][CH:6]1[CH2:7][O:15]1)([CH3:8])[CH3:9]. Reactants: BrCCCCCCCCCCCCCCBr (1,14-dibromotetradecane), ClC(C(=O)O)Cl (dichloroacetic acid). Product: BrCCCCCCCCCCCCCCC(C(=O)O)(Cl)Cl (16-Bromo-2,2-dichlorohexadecanoic acid). Reaction SMILES: Br[CH2:2][CH2:3][CH2:4][CH2:5][CH2:6][CH2:7][CH2:8][CH2:9][CH2:10][CH2:11][CH2:12][CH2:13][CH2:14][CH2:15][Br:16].[Cl:17][CH:18]([Cl:22])[C:19]([OH:21])=[O:20]>>[Br:16][CH2:15][CH2:14][CH2:13][CH2:12][CH2:11][CH2:10][CH2:9][CH2:8][CH2:7][CH2:6][CH2:5][CH2:4][CH2:3][CH2:2][C:18]([Cl:22])([Cl:17])[C:19]([OH:21])=[O:20]. Reported procedure: Analogously to example 1 from 2.0 g (5.6 mmol) 1,14-dibromotetradecane and 2.3 g (22.5 mmol) dichloroacetic acid. Yield 0.58 g (23%), melting point 61-63° C. The reactants are CCCc1[nH]c2cc(C(N)=O)ccc2c1C(=O)C(C)C, O=C([O-])[O-], CN(C)C=O, Clc1ccc(CBr)cc1, [K+], [K+]. Yields the product CCCc1c(C(=O)C(C)C)c2ccc(C(N)=O)cc2n1Cc1ccc(Cl)cc1. As a reaction SMILES: [C:1]([CH:2]([CH3:3])[CH3:4])(=[O:5])[c:6]1[c:7]([CH2:18][CH2:19][CH3:20])[nH:8][c:9]2[cH:10][c:11]([C:15](=[O:16])[NH2:17])[cH:12][cH:13][c:14]12.[C:30](=[O:31])([O-:32])[O-:33].[CH3:36][N:37]([CH3:38])[CH:39]=[O:40].[Cl:21][c:22]1[cH:23][cH:24][c:25]([CH2:26][Br:27])[cH:28][cH:29]1.[K+:34].[K+:35]>>[C:1]([CH:2]([CH3:3])[CH3:4])(=[O:5])[c:6]1[c:7]([CH2:18][CH2:19][CH3:20])[n:8]([CH2:26][c:25]2[cH:24][cH:23][c:22]([Cl:21])[cH:29][cH:28]2)[c:9]2[cH:10][c:11]([C:15](=[O:16])[NH2:17])[cH:12][cH:13][c:14]12. Starting materials: ClC=1C=CC(=C(N)C1)[N+](=O)[O-] (5-chloro-2-nitroaniline). Reagents/catalysts: [Zn] (zinc). Run in C(C)OCC (diethyl ether). Yields the product ClC=1C=CC(=C(N)C1)N (5-chloro-2-aminoaniline). RXN SMILES: [Cl:1][C:2]1[CH:3]=[CH:4][C:5]([N+:9]([O-])=O)=[C:6]([CH:8]=1)[NH2:7]>C(OCC)C.[Zn]>[Cl:1][C:2]1[CH:3]=[CH:4][C:5]([NH2:9])=[C:6]([CH:8]=1)[NH2:7]. Procedure details: To a suspension in diethyl ether (50 mL) of 5-chloro-2-nitroaniline (2.70 g, 15.6 mmol) was added zinc powder (10.2 g, 156 mmol) in portions. The reaction mixture was filtered and concentrated in vacuo to give 5-chloro-2-aminoaniline which as was used without further purification. Starting materials: BrC1=CC=C(C(=O)NC2=CC=C(C=C2)Cl)C=C1 (4-bromo-N-(4-chloro-phenyl)-benzamide), S(=O)(Cl)Cl (thionyl chloride), BrC1=CC=C(C=C1)C=1N(C(C2=C(N1)N(N=C2)C2=CC(=CC=C2)SC)=O)C2=CC=C(C=C2)Cl (6-(4-bromo-phenyl)-5-(4-chloro-phenyl)-1-(3-methylsulfanyl-phenyl)-1,5-dihydro-pyrazolo[3,4-d]pyrimidin-4-one), C1(=CC=CC=C1)C (toluene). Solvent: C(Cl)(Cl)Cl (chloroform). Run at temperature 170 celsius. The product is BrC1=CC=C(C(=NC2=CC=C(C=C2)Cl)Cl)C=C1 (4-Bromo-N-(4-chloro-phenyl)-benzimidoyl chloride). RXN SMILES: [Br:1][C:2]1[CH:17]=[CH:16][C:5]([C:6]([NH:8][C:9]2[CH:14]=[CH:13][C:12]([Cl:15])=[CH:11][CH:10]=2)=O)=[CH:4][CH:3]=1.S(Cl)([Cl:20])=O.C1(C)C=CC=CC=1.BrC1C=CC(C2N(C3C=CC(Cl)=CC=3)C(=O)C3C=NN(C4C=CC=C(SC)C=4)C=3N=2)=CC=1>C(Cl)(Cl)Cl>[Br:1][C:2]1[CH:17]=[CH:16][C:5]([C:6]([Cl:20])=[N:8][C:9]2[CH:14]=[CH:13][C:12]([Cl:15])=[CH:11][CH:10]=2)=[CH:4][CH:3]=1. Procedure: 4-Bromo-N-(4-chloro-phenyl)-benzimidoyl chloride is prepared by heating 4-bromo-N-(4-chloro-phenyl)-benzamide (13.39 g, 43.2 mmol) and thionyl chloride (100 mL) for 1 h. The clear solution is concentrated and the residue obtained is coevaporated with toluene (100 mL). A solution of 5-amino-1-(3-nitro-phenyl)-1H-imidazole-4-carboxylic acid ethyl ester (1, 4.00 g, 14.4 mmol) in dry chloroform (50 mL) is then added and the resulting mixture is concentrated to afford a dry residue. It is heated to 1... The reactants are Cl (HCl), C(C)OC(CC1C2=C(B(O1)O)C=C(C=C2C)OC2=NC(=NC=C2)N(C)C)=O ([6-(2-dimethylamino-pyrimidin-4-yloxy)-1-hydroxy-4-methyl-1,3-dihydro-benzo[c][1,2]oxaborol-3-yl]-acetic acid ethyl ester), [OH-].[Li+] (lithium hydroxide). Run in C1CCOC1 (THF), O (water). Reaction conditions: time 2 hour. Yields the product CN(C1=NC=CC(=N1)OC=1C=C(C2=C(B(OC2CC(=O)O)O)C1)C)C ([6-(2-dimethylamino-pyrimidin-4-yloxy)-1-hydroxy-4-methyl-1,3-dihydro-benzo[c][1,2]oxaborol-3-yl]-acetic acid). As a reaction SMILES: C([O:3][C:4](=[O:27])[CH2:5][CH:6]1[O:10][B:9]([OH:11])[C:8]2[CH:12]=[C:13]([O:17][C:18]3[CH:23]=[CH:22][N:21]=[C:20]([N:24]([CH3:26])[CH3:25])[N:19]=3)[CH:14]=[C:15]([CH3:16])[C:7]1=2)C.[OH-].[Li+].Cl>C1COCC1.O>[CH3:26][N:24]([CH3:25])[C:20]1[N:19]=[C:18]([O:17][C:13]2[CH:14]=[C:15]([CH3:16])[C:7]3[CH:6]([CH2:5][C:4]([OH:27])=[O:3])[O:10][B:9]([OH:11])[C:8]=3[CH:12]=2)[CH:23]=[CH:22][N:21]=1 |f:1.2|. Procedure details: A solution of [6-(2-dimethylamino-pyrimidin-4-yloxy)-1-hydroxy-4-methyl-1,3-dihydro-benzo[c][1,2]oxaborol-3-yl]-acetic acid ethyl ester (0.094 g, 0.25 mmol) in THF (5 mL) was treated with lithium hydroxide (0.029 g, 1.27 mmol) in water (0.5 mL) at 0° C. The solution was stirred at 0° C. to room temperature for 2 hours, then acidified with 2N HCl to pH 2, and concentrated. The residue was purified by silica gel flash column chromatography (AcOH:acetone:hexanes; trace:1:2; then MeOH:CH2Cl2; 5:95) ... The reactants are [Al], CC(C)(C)OC(=O)NC1CCC2CN(Cc3ccccc3)CC21, C[Al](C)C, Cc1ccccc1, CC(C)Nc1ccccc1, [NH2-]. Product: CC(C)N(C(=O)NC1CCC2CN(Cc3ccccc3)CC21)c1ccccc1. As a reaction SMILES: [Al:15].[C:17]([CH3:19])([CH3:20])([O:21][C:22](=[O:18])[NH:23][CH:24]1[CH2:25][CH2:26][CH:27]2[CH2:28][N:29]([CH2:32][c:33]3[cH:34][cH:35][cH:36][cH:37][cH:38]3)[CH2:30][CH:31]12)[CH3:39].[CH3:1][Al:2]([CH3:3])[CH3:4].[CH3:40][c:41]1[cH:42][cH:43][cH:44][cH:45][cH:46]1.[CH:5]([CH3:6])([CH3:7])[NH:8][c:9]1[cH:10][cH:11][cH:12][cH:13][cH:14]1.[NH2-:16]>>[CH:5]([CH3:6])([CH3:7])[N:8]([c:9]1[cH:10][cH:11][cH:12][cH:13][cH:14]1)[C:22](=[O:21])[NH:23][CH:24]1[CH2:25][CH2:26][CH:27]2[CH2:28][N:29]([CH2:32][c:33]3[cH:34][cH:35][cH:36][cH:37][cH:38]3)[CH2:30][CH:31]12.